This data is from the Open Reaction Database (ORD), a public repository of structured organic reaction records. The task is: describe an organic reaction: reactants, conditions, products, and yield The reactants are amine, imino, O1CCOC2=C1C=CC=C2C(C)N (1-(2,3-dihydro-benzo[1,4]dioxin-5-yl)-ethylamine), O1CCOC2=C1C=CC=C2C=N (C-(2,3-dihydro-benzo[1,4]dioxin-5-yl)-methyleneamine), FC(C(=O)O)(F)F (trifluoroacetic acid), CNC(=O)C1=NC=CC(=C1)OC1=CC2=C(N=C(O2)S(=O)C)C=C1 (4-(2-methanesulfinyl-benzooxazol-6-yloxy)-pyridine-2-carboxylic acid methylamide), O1CCOC2=C1C=CC=C2C(C)N (1-(2,3-dihydro-benzo[1,4]dioxin-5-yl)-ethylamine), O1CCOC2=C1C=CC=C2C=O (2,3-dihydro-benzo[1,4]dioxine-5-carbaldehyde), O1CCOC2=C1C=CC=C2C=N (C-(2,3-dihydro-benzo[1,4]dioxin-5-yl)-methyleneamine), O1CCOC2=C1C=CC=C2C(C)N (1-(2,3-dihydro-benzo[1,4]dioxin-5-yl)-ethylamine), C[Mg]Br (methyl magnesium bromide). The product is CNC(=O)C1=NC=CC(=C1)OC1=CC2=C(N=C(O2)NC(C)C2=CC=CC=3OCCOC32)C=C1 (4-{2-[1-(2,3-dihydro-benzo[1,4]dioxin-5-yl)-ethylamino]-benzooxazol-6-yloxy}-pyridine-2-carboxylic acid methylamide). Reaction SMILES: O1C2C=CC=C(C=O)C=2OCC1.O1C2C=CC=C(C=N)C=2OCC1.C[Mg]Br.[O:28]1[C:33]2[CH:34]=[CH:35][CH:36]=[C:37]([CH:38]([NH2:40])[CH3:39])[C:32]=2[O:31][CH2:30][CH2:29]1.FC(F)(F)C(O)=O.[CH3:48][NH:49][C:50]([C:52]1[CH:57]=[C:56]([O:58][C:59]2[CH:70]=[CH:69][C:62]3[N:63]=[C:64](S(C)=O)[O:65][C:61]=3[CH:60]=2)[CH:55]=[CH:54][N:53]=1)=[O:51]>>[CH3:48][NH:49][C:50]([C:52]1[CH:57]=[C:56]([O:58][C:59]2[CH:70]=[CH:69][C:62]3[N:63]=[C:64]([NH:40][CH:38]([C:37]4[C:32]5[O:31][CH2:30][CH2:29][O:28][C:33]=5[CH:34]=[CH:35][CH:36]=4)[CH3:39])[O:65][C:61]=3[CH:60]=2)[CH:55]=[CH:54][N:53]=1)=[O:51]. Reported procedure: An amine linked to a resin is reacted with 2,3-dihydro-benzo[1,4]dioxine-5-carbaldehyde, thus giving C-(2,3-dihydro-benzo[1,4]dioxin-5-yl)-methyleneamine. C-(2,3-dihydro-benzo[1,4]dioxin-5-yl)-methyleneamine is derivatized with alkylation at the imino site, such as with methyl magnesium bromide. Other alkylating agents can be used according to the desired molecule. The resulting 1-(2,3-dihydro-benzo[1,4]dioxin-5-yl)-ethylamine is cleaved from the resin. An example of a resin-cleaving agent is tr...